This data is from the Open Reaction Database (ORD), a public repository of structured organic reaction records. The task is: describe an organic reaction: reactants, conditions, products, and yield The reactants are 30, S1CC(NC2=C1C=CC=C2)=C(C#N)C2=CC=C(C=C2)Cl ((2H-1,4-benzothiazin-3(4H)-ylidene)(4-chlorophenyl)acetonitrile), S(O)(O)(=O)=O (sulfuric acid). Run in O (water), O (water). Reaction conditions: time 2 hour. The product is S1CC(NC2=C1C=CC=C2)=C(C(=O)N)C2=CC=C(C=C2)Cl (2-(2H-1,4-benzothiazin-3(4H)-ylidene)-2-(4-chlorophenyl)acetamide). As a reaction SMILES: [S:1]1[C:6]2[CH:7]=[CH:8][CH:9]=[CH:10][C:5]=2[NH:4][C:3](=[C:11]([C:14]2[CH:19]=[CH:18][C:17]([Cl:20])=[CH:16][CH:15]=2)[C:12]#[N:13])[CH2:2]1.S(=O)(=O)(O)[OH:22]>O>[S:1]1[C:6]2[CH:7]=[CH:8][CH:9]=[CH:10][C:5]=2[NH:4][C:3](=[C:11]([C:14]2[CH:15]=[CH:16][C:17]([Cl:20])=[CH:18][CH:19]=2)[C:12]([NH2:13])=[O:22])[CH2:2]1. Procedure details: A mixture of 30 parts of (2H-1,4-benzothiazin-3(4H)-ylidene)(4-chlorophenyl)acetonitrile, 180 parts concentrated sulfuric acid and 18 parts water is stirred at room temperature for 11/2 hours. The mixture is cooled to 0°-5° and diluted with 1 to 2 volumes of water which results in a crystalline solid which is filtered, dried and crystallized from methanol to afford crystalline 2-(2H-1,4-benzothiazin-3(4H)-ylidene)-2-(4-chlorophenyl)acetamide melting at about 188°-191°. Reactants: ClC1=C(C=CC(=C1)F)C1=C2C=CC(N(C2=CC(=N1)C1=CC2CCC(C1)N2C(=O)OC(C)(C)C)C2=C(C=CC=C2Cl)Cl)=O (tert-butyl 3-[5-(2-chloro-4-fluorophenyl)-1-(2,6-dichlorophenyl)2-oxo-1,2-dihydro-1,6-naphthyridin-7-yl]-8-azabicyclo[3.2.1]oct-2-ene-8-carboxylate). Solvent: FC(C(=O)O)(F)F (trifluoroacetic acid). Reaction conditions: time 0.75 hour. The product is C12C=C(CC(CC1)N2)C2=NC(=C1C=CC(N(C1=C2)C2=C(C=CC=C2Cl)Cl)=O)C2=C(C=C(C=C2)F)Cl (7-(8-azabicyclo[3.2.1]oct-2-en-3-yl)-5-(2-chloro-4-fluorophenyl)-1-(2,6-dichlorophenyl)-1,6-naphthyridin-2(1H)-one). Reaction SMILES: [Cl:1][C:2]1[CH:7]=[C:6]([F:8])[CH:5]=[CH:4][C:3]=1[C:9]1[N:18]=[C:17]([C:19]2[CH2:25][CH:24]3[N:26](C(OC(C)(C)C)=O)[CH:21]([CH2:22][CH2:23]3)[CH:20]=2)[CH:16]=[C:15]2[C:10]=1[CH:11]=[CH:12][C:13](=[O:42])[N:14]2[C:34]1[C:39]([Cl:40])=[CH:38][CH:37]=[CH:36][C:35]=1[Cl:41]>FC(F)(F)C(O)=O>[CH:21]12[NH:26][CH:24]([CH2:23][CH2:22]1)[CH2:25][C:19]([C:17]1[CH:16]=[C:15]3[C:10]([CH:11]=[CH:12][C:13](=[O:42])[N:14]3[C:34]3[C:35]([Cl:41])=[CH:36][CH:37]=[CH:38][C:39]=3[Cl:40])=[C:9]([C:3]3[CH:4]=[CH:5][C:6]([F:8])=[CH:7][C:2]=3[Cl:1])[N:18]=1)=[CH:20]2. Reported procedure: tert-butyl 3-[5-(2-chloro-4-fluorophenyl)-1-(2,6-dichlorophenyl)2-oxo-1,2-dihydro-1,6-naphthyridin-7-yl]-8-azabicyclo[3.2.1]oct-2-ene-8-carboxylate (103 mg) was dissolved in 1 mL of trifluoroacetic acid and stirred under nitrogen at rt for 0.75 h. The resulting reaction mixture was concentrated under reduced pressure and purified by preparative thin-layer chromatography, eluting with 95:5 CH2Cl2-2M NH3 in methanol to yield 7-(8-azabicyclo[3.2.1]oct-2-en-3-yl)-5-(2-chloro-4-fluorophenyl)-1-(2,6-d... The reactants are COC(=O)c1ccc(Oc2ccc(CC(=O)OC(C)(C)C)cc2C#N)cc1, CO, N. Yields the product COC(=O)c1ccc(Oc2ccc(CC(=O)OC(C)(C)C)cc2CN)cc1. As a reaction SMILES: [C:1]([CH3:2])([CH3:3])([CH3:4])[O:5][C:6]([CH2:7][c:8]1[cH:9][c:10]([C:25]#[N:26])[c:11]([O:12][c:13]2[cH:14][cH:15][c:16]([C:17](=[O:18])[O:19][CH3:20])[cH:21][cH:22]2)[cH:23][cH:24]1)=[O:27].[CH3:28][OH:29].[NH3:30]>>[C:1]([CH3:2])([CH3:3])([CH3:4])[O:5][C:6]([CH2:7][c:8]1[cH:9][c:10]([CH2:25][NH2:26])[c:11]([O:12][c:13]2[cH:14][cH:15][c:16]([C:17](=[O:18])[O:19][CH3:20])[cH:21][cH:22]2)[cH:23][cH:24]1)=[O:27].